Dataset: the Open Reaction Database (ORD), a public repository of structured organic reaction records. Task: describe an organic reaction: reactants, conditions, products, and yield Reactants: ClC1=CC(=C(C=C1F)C1=NC=CC2=CC(=CC=C12)S(=O)(=O)NC=1SC=NN1)OC (1-(4-chloro-5-fluoro-2-methoxyphenyl)-N-(1,3,4-thiadiazol-2-yl)isoquinoline-6-sulfonamide), P(=O)([O-])([O-])[O-].[K+].[K+].[K+] (potassium phosphate), FC=1C=C(C=C(C1)F)B(O)O ((3,5-difluorophenyl)boronic acid), chloro(2-dicyclohexylphosphino-2′,6′-dimethoxy-1,1′-biphenyl)[2-(2-aminoethylphenyl)]palladium(ii) dichloromethane. The reagents and catalysts are C1(CCCCC1)P(C1=C(C=CC=C1)C1=C(C=CC=C1OC)OC)C1CCCCC1 (dicyclohexyl(2′,6′-dimethoxy-[1,1′-biphenyl]-2-yl)phosphine). Solvent: CO.C(Cl)Cl (MeOH DCM). Conditions: temperature 120 celsius. The product is S1C(=NN=C1)NS(=O)(=O)C=1C=C2C=CN=C(C2=CC1)C1=CC(=C(C=C1OC)C1=CC(=CC(=C1)F)F)F (N-(1,3,4-thiadiazol-2-yl)-1-(2,3′,5′-trifluoro-5-methoxy-[1,1′-biphenyl]-4-yl)isoquinoline-6-sulfonamide). Isolated yield 30.5%. Reaction SMILES: Cl[C:2]1[C:7]([F:8])=[CH:6][C:5]([C:9]2[C:18]3[C:13](=[CH:14][C:15]([S:19]([NH:22][C:23]4[S:24][CH:25]=[N:26][N:27]=4)(=[O:21])=[O:20])=[CH:16][CH:17]=3)[CH:12]=[CH:11][N:10]=2)=[C:4]([O:28][CH3:29])[CH:3]=1.[F:30][C:31]1[CH:32]=[C:33](B(O)O)[CH:34]=[C:35]([F:37])[CH:36]=1.P([O-])([O-])([O-])=O.[K+].[K+].[K+]>C1(P(C2CCCCC2)C2C=CC=CC=2C2C(OC)=CC=CC=2OC)CCCCC1.CO.C(Cl)Cl>[S:24]1[CH:25]=[N:26][N:27]=[C:23]1[NH:22][S:19]([C:15]1[CH:14]=[C:13]2[C:18](=[CH:17][CH:16]=1)[C:9]([C:5]1[C:4]([O:28][CH3:29])=[CH:3][C:2]([C:33]3[CH:32]=[C:31]([F:30])[CH:36]=[C:35]([F:37])[CH:34]=3)=[C:7]([F:8])[CH:6]=1)=[N:10][CH:11]=[CH:12]2)(=[O:20])=[O:21] |f:2.3.4.5,7.8|. Procedure: A vial was charged with 1-(4-chloro-5-fluoro-2-methoxyphenyl)-N-(1,3,4-thiadiazol-2-yl)isoquinoline-6-sulfonamide (INTERMEDIATE HHHHH; 88.75 mg, 0.197 mmol). (3,5-difluorophenyl)boronic acid (62.2 mg, 0.394 mmol), dicyclohexyl(2′,6′-dimethoxy-[1,1′-biphenyl]-2-yl)phosphine (2.020 mg, 4.92 μmol), chloro(2-dicyclohexylphosphino-2′,6′-dimethoxy-1,1′-biphenyl)[2-(2-aminoethylphenyl)]palladium(ii) dichloromethane (7.46 mg, 9.84 μmol), and potassium phosphate (125 mg, 0.590 mmol). The vial was flushed... Reactants: CC(=O)C=1C=CC(=CC1)O (4-hydroxyacetophenone), Cl.ClCCC=1N=CNC1 (4-[2-chloroethyl]-1H-imidazole hydrochloride), C([O-])([O-])=O.[K+].[K+] (potassium carbonate), [I-].[Na+] (sodium iodide). Solvent: CN(C=O)C (dimethylformamide). Product: C(C)(=O)C1=CC=C(OCCC=2N=CNC2)C=C1 (4-[2-(4-Acetylphenoxy)ethyl]-1H-imidazole). Reaction SMILES: [CH3:1][C:2]([C:4]1[CH:5]=[CH:6][C:7]([OH:10])=[CH:8][CH:9]=1)=[O:3].Cl.Cl[CH2:13][CH2:14][C:15]1[N:16]=[CH:17][NH:18][CH:19]=1.C(=O)([O-])[O-].[K+].[K+].[I-].[Na+]>CN(C)C=O>[C:2]([C:4]1[CH:9]=[CH:8][C:7]([O:10][CH2:13][CH2:14][C:15]2[N:16]=[CH:17][NH:18][CH:19]=2)=[CH:6][CH:5]=1)(=[O:3])[CH3:1] |f:1.2,3.4.5,6.7|. Procedure: 816 mg (6 mmol) of 4-hydroxyacetophenone, 251 mg (1.5 mmol) of 4-[2-chloroethyl]-1H-imidazole hydrochloride, 500 mg (3.6 mmol) of potassium carbonate and sodium iodide (catalyst) are stirred at 80° C. for 5 days in 5 ml of dimethylformamide. The reaction mixture is cooled, filtered and the filtrate is evaporated under reduced pressure to give an oily residue, from which 4-hydroxyacetophenone is extracted with ether at pH=1. Subsequent extraction with ethyl acetate at pH=9 gives the title compoun... The reactants are C1(CCCCC1)C(C(=O)[O-])C (2-cyclo-hexylpropionate), C(C)O (ethanol). The reagents and catalysts are C1(=CC=C(C=C1)S(=O)(=O)O)C (p-toluene sulfonic acid). The solvent is C(Cl)(Cl)Cl (chloroform). The product is C1(CCCCC1)C(C(=O)OCC)C (ethyl 2-cyclohexylpropionate). The yield is 95.0%. As a reaction SMILES: [CH:1]1([CH:7]([CH3:11])[C:8]([O-:10])=[O:9])[CH2:6][CH2:5][CH2:4][CH2:3][CH2:2]1.[CH2:12](O)[CH3:13]>C1(C)C=CC(S(O)(=O)=O)=CC=1.C(Cl)(Cl)Cl>[CH:1]1([CH:7]([CH3:11])[C:8]([O:10][CH2:12][CH3:13])=[O:9])[CH2:6][CH2:5][CH2:4][CH2:3][CH2:2]1. Procedure: Into a 500 ml round bottom flask equipped with a Soxhlet extractor filled with molecular sieves, 50 g of 2-cyclo-hexylpropionate, 100 g of ethanol, 0.5 g of p-toluene sulfonic acid, and 200 ml of chloroform were charged. The mixture was reacted under refluxing for 40 hours. The reaction mixture was washed with water and distilled under reduced pressure to obtain 56.4 g of ethyl 2-cyclohexylpropionate (yield: 96%, purity: 99.4%). The compound obtained had a fruity (namely aldehyde C-16 and apple-... Reactants: S1C=CC=C1 (thiophene), CC(C#C)N(C(=O)N)O (N-(3-butyn-2-yl)N-hydroxyurea), FC1=CC=C(C=C1)CC1=CC=C(S1)C#CC(C)N(C(=O)N)O (N-{3-[5-(4-fluorophenylmethyl)-thien-2-yl]-1-methyl-2-propynyl}-N-hydroxyurea). The product is FC1=CC=C(C=C1)CC1=CC=C(O1)/C=C/C(C)N(C(=O)N)O (E-N-[3-(5-(4-Fluorophenylmethyl)-fur-2-yl)-1-methyl-2-propenyl]-N-hydroxyurea). Reaction SMILES: S1C=CC=C1.CC(N(O)C(N)=[O:12])C#C.[F:15][C:16]1[CH:21]=[CH:20][C:19]([CH2:22][C:23]2S[C:26]([C:28]#[C:29][CH:30]([N:32]([OH:36])[C:33]([NH2:35])=[O:34])[CH3:31])=[CH:25][CH:24]=2)=[CH:18][CH:17]=1>>[F:15][C:16]1[CH:21]=[CH:20][C:19]([CH2:22][C:23]2[O:12][C:26](/[CH:28]=[CH:29]/[CH:30]([N:32]([OH:36])[C:33]([NH2:35])=[O:34])[CH3:31])=[CH:25][CH:24]=2)=[CH:18][CH:17]=1. Procedure: The desired compound is prepared according to the method of Example 2, except substituting furan for thiophene, and substituting N-(3-butyn-2-yl)N-hydroxyurea, prepared as in Example 3, step 2, for (R) N-(3-butyn-2-yl)N-hydroxyurea. The reactants are CN1CCN(S(=O)(=O)c2cccc(N)c2)CC1, CC(=O)O, Cc1cnc(Cl)nc1N. Yields the product Cc1cnc(Nc2cccc(S(=O)(=O)N3CCN(C)CC3)c2)nc1N. As a reaction SMILES: [CH3:10][N:11]1[CH2:12][CH2:13][N:14]([S:17](=[O:18])(=[O:19])[c:20]2[cH:21][c:22]([NH2:26])[cH:23][cH:24][cH:25]2)[CH2:15][CH2:16]1.[CH3:27][C:28](=[O:29])[OH:30].[Cl:1][c:2]1[n:3][cH:4][c:5]([CH3:9])[c:6]([NH2:8])[n:7]1>>[c:2]1([NH:26][c:22]2[cH:21][c:20]([S:17]([N:14]3[CH2:13][CH2:12][N:11]([CH3:10])[CH2:16][CH2:15]3)(=[O:18])=[O:19])[cH:25][cH:24][cH:23]2)[n:3][cH:4][c:5]([CH3:9])[c:6]([NH2:8])[n:7]1.